This data is from the Open Reaction Database (ORD), a public repository of structured organic reaction records. The task is: describe an organic reaction: reactants, conditions, products, and yield Reactants: NC1=C(C(=O)C2=CC=C(C=C2)F)C=CC=C1 (2-amino-4′-fluorobenzophenone), C1(CC1)C(CC(=O)OC)=O (methyl 3-cyclopropyl-3-oxopropanoate), S(O)(O)(=O)=O (sulfuric acid), [OH-].[Na+] (sodium hydroxide). Run in C(C)(=O)O (acetic acid). Conditions: temperature 25 celsius, time 15 minute. The product is C1(CC1)C1=NC2=CC=CC=C2C(=C1C(=O)OC)C1=CC=C(C=C1)F (methyl 2-cyclopropyl-4-(4-fluorophenyl)quinoline-3-carboxylate). As a reaction SMILES: [NH2:1][C:2]1[CH:16]=[CH:15][CH:14]=[CH:13][C:3]=1[C:4]([C:6]1[CH:11]=[CH:10][C:9]([F:12])=[CH:8][CH:7]=1)=O.[CH:17]1([C:20](=O)[CH2:21][C:22]([O:24][CH3:25])=[O:23])[CH2:19][CH2:18]1.S(=O)(=O)(O)O.[OH-].[Na+]>C(O)(=O)C>[CH:17]1([C:20]2[C:21]([C:22]([O:24][CH3:25])=[O:23])=[C:4]([C:6]3[CH:11]=[CH:10][C:9]([F:12])=[CH:8][CH:7]=3)[C:3]3[C:2](=[CH:16][CH:15]=[CH:14][CH:13]=3)[N:1]=2)[CH2:19][CH2:18]1 |f:3.4|. Procedure details: To the solution of 2-amino-4′-fluorobenzophenone (100 g) in acetic acid (500 ml) added methyl 3-cyclopropyl-3-oxopropanoate (132 g), sulfuric acid (5 ml) and stirred for 15 minutes at 25° C. Heated the reaction mixture to 100° C. for 10 hrs. Cooled the reaction mixture to 0-5° C. and pH adjusted to neutral conditions with 40% sodium hydroxide solution. Filtered the solid formed and washed with water. The wet solid was dissolved in methylene chloride and separated the water from it. Silica slurry... The reactants are BrCC1CC1, O=C([O-])[O-], O=c1cc(OCc2ccccc2)cc[nH]1, CC#N, [K+], [K+]. The product is O=c1cc(OCc2ccccc2)ccn1CC1CC1. As a reaction SMILES: [Br:1][CH2:2][CH:3]1[CH2:4][CH2:5]1.[C:6](=[O:7])([O-:8])[O-:9].[CH2:12]([c:13]1[cH:14][cH:15][cH:16][cH:17][cH:18]1)[O:19][c:20]1[cH:21][c:22](=[O:26])[nH:23][cH:24][cH:25]1.[CH3:27][C:28]#[N:29].[K+:10].[K+:11]>>[CH2:2]([CH:3]1[CH2:4][CH2:5]1)[n:23]1[c:22](=[O:26])[cH:21][c:20]([O:19][CH2:12][c:13]2[cH:14][cH:15][cH:16][cH:17][cH:18]2)[cH:25][cH:24]1. The reactants are C(C)(C)(C)OC(NC1=C(C=C(C(=C1)C=C)C(F)(F)F)N)=O ((2-amino-4-trifluoromethyl-5-vinyl-phenyl)-carbamic acid tert-butyl ester), C(C)(C)(C)OC(CC(=O)C1=CC(=CC=C1)C1=CC(=NC=C1)C)=O (3-[3-(2-methyl-pyridin-4-yl)-phenyl]-3-oxo-propionic acid tert-butyl ester). Product: C(C)(C)(C)OC(NC1=C(C=C(C(=C1)C=C)C(F)(F)F)NC(CC(=O)C1=CC(=CC=C1)C1=CC(=NC=C1)C)=O)=O ((2-{3-[3-(2-Methyl-pyridin-4-yl)-phenyl]-3-oxo-propionylamino}-4-trifluoromethyl-5-vinyl-phenyl)-carbamic acid tert-butyl ester), solid. Yield: 77.0%. RXN SMILES: [C:1]([O:5][C:6](=[O:21])[NH:7][C:8]1[CH:13]=[C:12]([CH:14]=[CH2:15])[C:11]([C:16]([F:19])([F:18])[F:17])=[CH:10][C:9]=1[NH2:20])([CH3:4])([CH3:3])[CH3:2].C([O:26][C:27](=O)[CH2:28][C:29]([C:31]1[CH:36]=[CH:35][CH:34]=[C:33]([C:37]2[CH:42]=[CH:41][N:40]=[C:39]([CH3:43])[CH:38]=2)[CH:32]=1)=[O:30])(C)(C)C>>[C:1]([O:5][C:6](=[O:21])[NH:7][C:8]1[CH:13]=[C:12]([CH:14]=[CH2:15])[C:11]([C:16]([F:19])([F:18])[F:17])=[CH:10][C:9]=1[NH:20][C:27](=[O:26])[CH2:28][C:29]([C:31]1[CH:36]=[CH:35][CH:34]=[C:33]([C:37]2[CH:42]=[CH:41][N:40]=[C:39]([CH3:43])[CH:38]=2)[CH:32]=1)=[O:30])([CH3:2])([CH3:3])[CH3:4]. Reported procedure: The title compound was prepared from (2-amino-4-trifluoromethyl-5-vinyl-phenyl)-carbamic acid tert-butyl ester (Example J34) (227 mg, 0.75 mmol) and 3-[3-(2-methyl-pyridin-4-yl)-phenyl]-3-oxo-propionic acid tert-butyl ester (Example K12) (234 mg, 0.75 mmol) according to the general procedure M. Obtained as a light yellow solid (313 mg, 77%).